Dataset: the Open Reaction Database (ORD), a public repository of structured organic reaction records. Task: describe an organic reaction: reactants, conditions, products, and yield Starting materials: N1C[C@H](CCC1)OC=1C=C2C=CNC(C2=CC1)=O ((S)-6-(Piperidin-3-yloxy)-2H-isoquinolin-1-one), C(C)(C)(C)OC(=O)N1C[C@@H](CCC1)OS(=O)(=O)C ((R)-3-methanesulphonyloxy-piperidine-1-carboxylic acid tert-butyl ester), OC=1C=C2C=CNC(C2=CC1C)=O (6-hydroxy-7-methyl-2H-isoquinolin-1-one). Yields the product CC1=C(C=C2C=CNC(C2=C1)=O)OC1CNCCC1 (7-Methyl-6-(piperidin-3-yloxy)-2H-isoquinolin-1-one). RXN SMILES: [NH:1]1[CH2:6][CH2:5][CH2:4][C@H:3]([O:7][C:8]2[CH:9]=[C:10]3[C:15](=[CH:16][CH:17]=2)[C:14](=[O:18])[NH:13][CH:12]=[CH:11]3)[CH2:2]1.[C:19](OC(N1CCC[C@@H](OS(C)(=O)=O)C1)=O)(C)(C)C.OC1C=C2C(=CC=1C)C(=O)NC=C2>>[CH3:19][C:17]1[CH:16]=[C:15]2[C:10]([CH:11]=[CH:12][NH:13][C:14]2=[O:18])=[CH:9][C:8]=1[O:7][CH:3]1[CH2:4][CH2:5][CH2:6][NH:1][CH2:2]1. Reported procedure: Prepared according to Example 24C and 24D using (R)-3-methanesulphonyloxy-piperidine-1-carboxylic acid tert-butyl ester and 6-hydroxy-7-methyl-2H-isoquinolin-1-one to afford 7-Methyl-6-(piperidin-3-yloxy)-2H-isoquinolin-1-one El-MS: m/z=259.1 [M+H]+. The product is Cc1[nH]c(C=C2C(=O)Nc3ncnc(Nc4ccc(F)c(Cl)c4)c32)c(C)c1CCC(=O)N1CCCC1. Starting materials: C1CCNCC1, Cc1[nH]c(C=O)c(C)c1CCC(=O)N1CCCC1, CCO, O=C1Cc2c(ncnc2Nc2ccc(F)c(Cl)c2)N1. Reaction SMILES: [CH2:38]1[CH2:39][CH2:40][NH:41][CH2:42][CH2:43]1.[CH3:20][c:21]1[c:22]([CH:36]=[O:37])[nH:23][c:24]([CH3:35])[c:25]1[CH2:26][CH2:27][C:28]([N:29]1[CH2:30][CH2:31][CH2:32][CH2:33]1)=[O:34].[CH3:44][CH2:45][OH:46].[Cl:1][c:2]1[cH:3][c:4]([NH:9][c:10]2[c:11]3[c:12]([n:13][cH:14][n:15]2)[NH:16][C:17](=[O:19])[CH2:18]3)[cH:5][cH:6][c:7]1[F:8]>>[Cl:1][c:2]1[cH:3][c:4]([NH:9][c:10]2[c:11]3[c:12]([n:13][cH:14][n:15]2)[NH:16][C:17](=[O:19])[C:18]3=[CH:36][c:22]2[c:21]([CH3:20])[c:25]([CH2:26][CH2:27][C:28]([N:29]3[CH2:30][CH2:31][CH2:32][CH2:33]3)=[O:34])[c:24]([CH3:35])[nH:23]2)[cH:5][cH:6][c:7]1[F:8]. Reported procedure: Prepared according to the procedure described in Example 1, Step 6 using [5-(4-bromo-phenyl)-3-ethyl-isoxazol-4-yl]-carbamic acid (R)-1-(3-trifluoromethyl-phenyl)-ethyl ester and 1-[4-(4,4,5,5-tetramethyl-[1,3,2]dioxaborolan-2-yl)-phenyl]-cyclopropanecarboxylic acid ethyl ester. The product is C(C)OC(=O)C1(CC1)C1=CC=C(C=C1)C1=CC=C(C=C1)C1=C(C(=NO1)CC)NC(=O)O[C@H](C)C1=CC(=CC=C1)C(F)(F)F (1-(4′-{3-Ethyl-4-[(R)-1-(3-trifluoromethyl-phenyl)-ethoxycarbonylamino]-isoxazol-5-yl}-biphenyl-4-yl)-cyclopropanecarboxylic acid ethyl ester). As a reaction SMILES: [F:1][C:2]([F:30])([F:29])[C:3]1[CH:4]=[C:5]([C@H:9]([O:11][C:12](=[O:28])[NH:13][C:14]2[C:15]([CH2:26][CH3:27])=[N:16][O:17][C:18]=2[C:19]2[CH:24]=[CH:23][C:22](Br)=[CH:21][CH:20]=2)[CH3:10])[CH:6]=[CH:7][CH:8]=1.[CH2:31]([O:33][C:34]([C:36]1([C:39]2[CH:44]=[CH:43][C:42](B3OC(C)(C)C(C)(C)O3)=[CH:41][CH:40]=2)[CH2:38][CH2:37]1)=[O:35])[CH3:32]>>[CH2:31]([O:33][C:34]([C:36]1([C:39]2[CH:44]=[CH:43][C:42]([C:22]3[CH:23]=[CH:24][C:19]([C:18]4[O:17][N:16]=[C:15]([CH2:26][CH3:27])[C:14]=4[NH:13][C:12]([O:11][C@@H:9]([C:5]4[CH:6]=[CH:7][CH:8]=[C:3]([C:2]([F:30])([F:29])[F:1])[CH:4]=4)[CH3:10])=[O:28])=[CH:20][CH:21]=3)=[CH:41][CH:40]=2)[CH2:37][CH2:38]1)=[O:35])[CH3:32]. The reactants are FC(C=1C=C(C=CC1)[C@@H](C)OC(NC=1C(=NOC1C1=CC=C(C=C1)Br)CC)=O)(F)F ([5-(4-bromo-phenyl)-3-ethyl-isoxazol-4-yl]-carbamic acid (R)-1-(3-trifluoromethyl-phenyl)-ethyl ester), C(C)OC(=O)C1(CC1)C1=CC=C(C=C1)B1OC(C(O1)(C)C)(C)C (1-[4-(4,4,5,5-tetramethyl-[1,3,2]dioxaborolan-2-yl)-phenyl]-cyclopropanecarboxylic acid ethyl ester). Starting materials: C(C)O (ethanol), Cl (hydrochloric acid), [N+](=O)([O-])C1=C(CC2N(CCC3=CC(=C(C=C23)OCC2=CC=CC=C2)OC)C)C=C(C(=C1)OC)OC (1-(2'-nitro-4',5'-dimethoxy-benzyl)-2-methyl-6-methoxy-7-benzyloxy-1,2,3,4-tetrahydroisoquinoline), C(C)O (ethanol). The reagents and catalysts are [Pd] (palladium-charcoal). Solvent: CO (methanol). The product is Cl.Cl.NC1=C(CC2N(CCC3=CC(=C(C=C23)O)OC)C)C=C(C(=C1)OC)OC (1-(2'-Amino-4',5'-dimethoxybenzyl)-2-methyl-6-methoxy-7-hydroxy-1,2,3,4-tetrahydroisoquinoline Dihydrochloride). The yield is 81.0%. Reaction SMILES: [N+:1]([C:4]1[CH:31]=[C:30]([O:32][CH3:33])[C:29]([O:34][CH3:35])=[CH:28][C:5]=1[CH2:6][CH:7]1[C:16]2[C:11](=[CH:12][C:13]([O:25][CH3:26])=[C:14]([O:17]CC3C=CC=CC=3)[CH:15]=2)[CH2:10][CH2:9][N:8]1[CH3:27])([O-])=O.C(O)C.[ClH:39]>CO.[Pd]>[ClH:39].[ClH:39].[NH2:1][C:4]1[CH:31]=[C:30]([O:32][CH3:33])[C:29]([O:34][CH3:35])=[CH:28][C:5]=1[CH2:6][CH:7]1[C:16]2[C:11](=[CH:12][C:13]([O:25][CH3:26])=[C:14]([OH:17])[CH:15]=2)[CH2:10][CH2:9][N:8]1[CH3:27] |f:5.6.7|. Procedure details: A mixture of 1-(2'-nitro-4',5'-dimethoxy-benzyl)-2-methyl-6-methoxy-7-benzyloxy-1,2,3,4-tetrahydroisoquinoline (1.50 g) in absolute methanol (100 ml) containing palladium-charcoal catalyst (5%, 0.45 g) was stirred under hydrogen until absorption ceased. The catalyst was filtered, washed with methanol and the filtrate evaporated to give an oil. Absolute ethanol (10 ml) was added followed by absolute ethanol saturated with hydrochloric acid gas (10 ml) to give 1-(2'-amino-4',5'-dimethoxybenzyl)-2-... Run in CN(C)C=O (DMF). Procedure: 6-Methylamino-5-nitro-nicotinic acid ethyl ester (911 mg) was prepared by following General Procedure A starting from 6-chloro-5-nitro-nicotinic acid ethyl ester (1.0 g) and methylamine (2 M in THF, 3.25 mL) in DMF. The reactants are C(C)OC(C1=CN=C(C(=C1)[N+](=O)[O-])Cl)=O (6-chloro-5-nitro-nicotinic acid ethyl ester), CN (methylamine). Yields the product C(C)OC(C1=CN=C(C(=C1)[N+](=O)[O-])NC)=O (6-Methylamino-5-nitro-nicotinic acid ethyl ester). Reaction SMILES: [CH2:1]([O:3][C:4](=[O:15])[C:5]1[CH:10]=[C:9]([N+:11]([O-:13])=[O:12])[C:8](Cl)=[N:7][CH:6]=1)[CH3:2].[CH3:16][NH2:17]>CN(C=O)C>[CH2:1]([O:3][C:4](=[O:15])[C:5]1[CH:10]=[C:9]([N+:11]([O-:13])=[O:12])[C:8]([NH:17][CH3:16])=[N:7][CH:6]=1)[CH3:2]. Procedure: 2-[4-Isopropyl-3-pyridyl]-5-(3-methyl-2-octyl)resorcinol was prepared by treating 1,3-diacetyl-2-[4-isopropyl-3-pyridyl]-5-(3-methyl-2-octyl)resorcinol with ammonia according to the procedure of Example 5. The reactants are C(C)(=O)C1(O)C(C(O)(CC(=C1)C(C)C(CCCCC)C)C(C)=O)C=1C=NC=CC1C(C)C (1,3-diacetyl-2-[4-isopropyl-3-pyridyl]-5-(3-methyl-2-octyl)resorcinol), N (ammonia). The product is C(C)(C)C1=C(C=NC=C1)C1=C(O)C=C(C=C1O)C(C)C(CCCCC)C (2-[4-Isopropyl-3-pyridyl]-5-(3-methyl-2-octyl)resorcinol). RXN SMILES: C([C:4]1([CH:11]=[C:10]([CH:12]([CH:14]([CH3:20])[CH2:15][CH2:16][CH2:17][CH2:18][CH3:19])[CH3:13])[CH2:9][C:7](C(=O)C)([OH:8])[CH:6]1[C:24]1[CH:25]=[N:26][CH:27]=[CH:28][C:29]=1[CH:30]([CH3:32])[CH3:31])[OH:5])(=O)C.N>>[CH:30]([C:29]1[CH:28]=[CH:27][N:26]=[CH:25][C:24]=1[C:6]1[C:7]([OH:8])=[CH:9][C:10]([CH:12]([CH:14]([CH3:20])[CH2:15][CH2:16][CH2:17][CH2:18][CH3:19])[CH3:13])=[CH:11][C:4]=1[OH:5])([CH3:32])[CH3:31]. The reactants are CC1(OCCO1)C=1N=C(SC1)CN1N=C(C=C1)N (1-[4-(2-methyl-[1,3]dioxolan-2-yl)-thiazol-2-ylmethyl]-1H-pyrazol-3-ylamine), CC=1OC(=C(N1)C(=O)O)C=1C=C(C=CC1)C (2-methyl-5-m-tolyl-oxazole-4-carboxylic acid). The product is C(C)(=O)C=1N=C(SC1)CN1N=C(C=C1)NC(=O)C=1N=C(OC1C=1C=C(C=CC1)C)C (2-Methyl-5-m-tolyl-oxazole-4-carboxylic acid [1-(4-acetyl-thiazol-2-ylmethyl)-1H-pyrazol-3-yl]-amide). As a reaction SMILES: [CH3:1][C:2]1([C:7]2[N:8]=[C:9]([CH2:12][N:13]3[CH:17]=[CH:16][C:15]([NH2:18])=[N:14]3)[S:10][CH:11]=2)[O:6]CCO1.[CH3:19][C:20]1[O:21][C:22]([C:28]2[CH:29]=[C:30]([CH3:34])[CH:31]=[CH:32][CH:33]=2)=[C:23]([C:25](O)=[O:26])[N:24]=1>>[C:2]([C:7]1[N:8]=[C:9]([CH2:12][N:13]2[CH:17]=[CH:16][C:15]([NH:18][C:25]([C:23]3[N:24]=[C:20]([CH3:19])[O:21][C:22]=3[C:28]3[CH:29]=[C:30]([CH3:34])[CH:31]=[CH:32][CH:33]=3)=[O:26])=[N:14]2)[S:10][CH:11]=1)(=[O:6])[CH3:1]. Procedure: Following general procedure B followed by C, starting from 1-[4-(2-methyl-[1,3]dioxolan-2-yl)-thiazol-2-ylmethyl]-1H-pyrazol-3-ylamine and 2-methyl-5-m-tolyl-oxazole-4-carboxylic acid. LC-MS-conditions 05: tR=0.92 min; [M+H]+=422.07.